Dataset: the Open Reaction Database (ORD), a public repository of structured organic reaction records. Task: describe an organic reaction: reactants, conditions, products, and yield Starting materials: ClC(=O)OC1=CC=C(C=C1)[N+](=O)[O-] (4-nitrophenyl chloroformate), ClC(=O)OC1=CC=C(C=C1)[N+](=O)[O-] (4-nitrophenyl chloroformate), C(C)(=O)OC\1C(CCC(CC(=O)OC(C(/C=C1)C)\C(=C\C=C\C(CC1C(C(C(CC)O)C)O1)C)\C)O[Si](CC)(CC)CC)(C)O ((8E,12E,14E)-7-acetoxy-6,21-dihydroxy-6,10,12,16,20-pentamethyl-3-triethylsiloxy-18,19-epoxytricosa-8,12,14-trien-11-olide), C(C)(=O)OCC (ethyl acetate), CN(C)C1=NC=CC=C1 (dimethylaminopyridine). Reagents/catalysts: C(C)N(CC)CC (Triethylamine). The solvent is C(Cl)Cl (methylene chloride), C(Cl)Cl (methylene chloride). Reaction conditions: temperature 0 celsius, time 5 hour. Yields the product C(C)(=O)OC\1C(CCC(C(C(=O)OC(C(/C=C1)C)\C(=C\C=C\C(CC1C(C(C(CC)OC2=CC=C(C=C2)[N+](=O)[O-])C)O1)C)\C)C(=O)O)O[Si](CC)(CC)CC)(C)O ((8E,12E,14E)-7-acetoxy-6-hydroxy-6,10,12,16,20-pentamethyl-21-(4-nitrophenoxy)carboxy-3-triethylsiloxy-18,19-epoxytricosa-8,12,14-trien-11-olide). The yield is 97.6%. RXN SMILES: [C:1]([O:4][CH:5]1[C:6]([OH:45])([CH3:44])[CH2:7][CH2:8][CH:9]([O:36][Si:37]([CH2:42][CH3:43])([CH2:40][CH3:41])[CH2:38][CH3:39])[CH2:10][C:11]([O:13][CH:14](/[C:19](/[CH3:35])=[CH:20]/[CH:21]=[CH:22]/[CH:23]([CH3:34])[CH2:24][CH:25]2[O:33][CH:26]2[CH:27]([CH3:32])[CH:28]([OH:31])[CH2:29][CH3:30])[CH:15]([CH3:18])[CH:16]=[CH:17]1)=[O:12])(=[O:3])[CH3:2].CN(C1C=CC=CN=1)C.ClC(O[C:59]1[CH:64]=[CH:63][C:62]([N+:65]([O-:67])=[O:66])=[CH:61][CH:60]=1)=O.[C:68]([O:71]CC)(=[O:70])C>C(Cl)Cl.C(N(CC)CC)C>[C:1]([O:4][CH:5]1[C:6]([OH:45])([CH3:44])[CH2:7][CH2:8][CH:9]([O:36][Si:37]([CH2:42][CH3:43])([CH2:38][CH3:39])[CH2:40][CH3:41])[CH:10]([C:68]([OH:71])=[O:70])[C:11]([O:13][CH:14](/[C:19](/[CH3:35])=[CH:20]/[CH:21]=[CH:22]/[CH:23]([CH3:34])[CH2:24][CH:25]2[O:33][CH:26]2[CH:27]([CH3:32])[CH:28]([O:31][C:59]2[CH:64]=[CH:63][C:62]([N+:65]([O-:67])=[O:66])=[CH:61][CH:60]=2)[CH2:29][CH3:30])[CH:15]([CH3:18])[CH:16]=[CH:17]1)=[O:12])(=[O:3])[CH3:2]. Reported procedure: (8E,12E,14E)-7-acetoxy-6,21-dihydroxy-6,10,12,16,20-pentamethyl-3-triethylsiloxy-18,19-epoxytricosa-8,12,14-trien-11-olide (201 mg, 309 μmol) was dissolved in methylene chloride (2 mL). Triethylamine (220 μL, 1.58 μmol) and dimethylaminopyridine (17.0 mg, 139 μmol) were added to the reaction solution, and the reaction solution was cooled to 0° C. A solution of 4-nitrophenyl chloroformate (125 mg, 620 μmol) in methylene chloride (2 mL) was added to the solution. The reaction solution was warmed t...